This data is from the Open Reaction Database (ORD), a public repository of structured organic reaction records. The task is: describe an organic reaction: reactants, conditions, products, and yield The reactants are [Cl-].[Ce+3].[Cl-].[Cl-] (cerium chloride), C([O-])(O)=O.[Mg+2].C([O-])(O)=O (magnesium bicarbonate), [Ce] (cerium). The product is C([O-])([O-])=O.[Ce+3].C([O-])([O-])=O.C([O-])([O-])=O.[Ce+3] (cerium carbonate). Reaction SMILES: [Cl-].[Ce+3:2].[Cl-].[Cl-].[C:5](=[O:8])([OH:7])[O-:6].[Mg+2].[C:10](=[O:13])([OH:12])[O-:11].[Ce]>>[C:5](=[O:6])([O-:8])[O-:7].[Ce+3:2].[C:10](=[O:11])([O-:13])[O-:12].[C:5](=[O:6])([O-:8])[O-:7].[Ce+3:2] |f:0.1.2.3,4.5.6,8.9.10.11.12|. Procedure: Adding 3 m3 of cerium chloride solution (1.5 mol/L) into a reactor containing 14 m3 of magnesium bicarbonate solution (MgO: 29.2 g/L, Fe: 1.5 ppm, Al: 0.3 ppm) to react for 3 hours at 35° C., and controlling the pH value of mother liquor at 7.5, cerium ions are precipitated. And then cerium carbonate is obtained after filtration, washing and drying. The reactants are O1C(CCCC1)OCCCCC#CC1=CC=CC2=C1C=CC(O2)=O (rac-5-[6-[(tetrahydro-2H-pyran-2-yl)oxy]-1-hexynyl]-2H-1-benzopyran-2-one), C[O-].[Na+] (sodium methoxide). The solvent is CO (methanol). The product is COC(\C=C\C1=C(C=CC=C1C#CCCCCOC1OCCCC1)O)=O (rac-(E)-3-[2-hydroxy-6-[6-[(tetrahydro-2H-pyran-2-yl)oxy]-1-hexynyl]phenyl]-2-propenoic acid methyl ester). Yield: 59.2%. As a reaction SMILES: [O:1]1[CH2:6][CH2:5][CH2:4][CH2:3][CH:2]1[O:7][CH2:8][CH2:9][CH2:10][CH2:11][C:12]#[C:13][C:14]1[C:19]2[CH:20]=[CH:21][C:22](=[O:24])[O:23][C:18]=2[CH:17]=[CH:16][CH:15]=1.[CH3:25][O-:26].[Na+]>CO>[CH3:25][O:26][C:22](=[O:24])/[CH:21]=[CH:20]/[C:19]1[C:14]([C:13]#[C:12][CH2:11][CH2:10][CH2:9][CH2:8][O:7][CH:2]2[CH2:3][CH2:4][CH2:5][CH2:6][O:1]2)=[CH:15][CH:16]=[CH:17][C:18]=1[OH:23] |f:1.2|. Procedure: A solution of 1.09 g (3.3 mmol) of rac-5-[6-[(tetrahydro-2H-pyran-2-yl)oxy]-1-hexynyl]-2H-1-benzopyran-2-one and 1.8 mL (7.9 mmol) of 25% methanolic sodium methoxide in 5 mL of methanol was stirred and refluxed for 24 hr and then concentrated under reduced pressure. The residue was treated with 1N hydrochloric acid and worked-up with ethyl acetate in the usual manner (the organic extracts were additionally washed with saturated aqueous sodium bicarbonate). The residue was purified by flash chrom... The reactants are CC(=O)C1CCC2C(=CBr)CCCC12C, CO, CCC(C)[BH-](C(C)CC)C(C)CC, [Li+], [Na+], C1CCOC1, [OH-], OO. Yields the product CC(O)C1CCC2C(=CBr)CCCC21C. RXN SMILES: [Br:1][CH:2]=[C:3]1[CH2:4][CH2:5][CH2:6][C:7]2([CH3:15])[CH:8]([C:12]([CH3:13])=[O:14])[CH2:9][CH2:10][CH:11]12.[CH3:39][OH:40].[CH:16]([BH-:17]([CH:18]([CH2:19][CH3:20])[CH3:21])[CH:22]([CH2:23][CH3:24])[CH3:25])([CH2:26][CH3:27])[CH3:28].[Li+:29].[Na+:31].[O:34]1[CH2:35][CH2:36][CH2:37][CH2:38]1.[OH-:30].[OH:32][OH:33]>>[Br:1][CH:2]=[C:3]1[CH2:4][CH2:5][CH2:6][C:7]2([CH3:15])[CH:8]([CH:12]([CH3:13])[OH:14])[CH2:9][CH2:10][CH:11]12. The reactants are FC(F)(F)Oc1ccc(OCc2ccccc2)c(Br)c1, Cn1nccc1B(O)O, C1CCC(P(C2CCCCC2)C2CCCCC2)CC1, [K+], [K+], [K+], C1COCCO1, O, O=P([O-])([O-])[O-], [Pd], O=C(C=Cc1ccccc1)C=Cc1ccccc1. The product is Cn1nccc1-c1cc(OC(F)(F)F)ccc1OCc1ccccc1. As a reaction SMILES: [CH2:1]([c:2]1[cH:3][cH:4][cH:5][cH:6][cH:7]1)[O:8][c:9]1[c:10]([Br:20])[cH:11][c:12]([O:15][C:16]([F:17])([F:18])[F:19])[cH:13][cH:14]1.[CH3:21][n:22]1[n:23][cH:24][cH:25][c:26]1[B:27]([OH:28])[OH:29].[CH:30]1([P:31]([CH:32]2[CH2:33][CH2:34][CH2:35][CH2:36][CH2:37]2)[CH:38]2[CH2:39][CH2:40][CH2:41][CH2:42][CH2:43]2)[CH2:44][CH2:45][CH2:46][CH2:47][CH2:48]1.[K+:54].[K+:55].[K+:56].[O:57]1[CH2:58][CH2:59][O:60][CH2:61][CH2:62]1.[OH2:63].[P:49]([O-:50])([O-:51])([O-:52])=[O:53].[Pd:64].[c:65]1([CH:66]=[CH:67][C:68](=[O:69])[CH:70]=[CH:71][c:72]2[cH:73][cH:74][cH:75][cH:76][cH:77]2)[cH:78][cH:79][cH:80][cH:81][cH:82]1>>[CH2:1]([c:2]1[cH:3][cH:4][cH:5][cH:6][cH:7]1)[O:8][c:9]1[c:10](-[c:26]2[n:22]([CH3:21])[n:23][cH:24][cH:25]2)[cH:11][c:12]([O:15][C:16]([F:17])([F:18])[F:19])[cH:13][cH:14]1. The reactants are CCN(C(C)C)C(C)C, CC(=O)c1cc(CCl)on1, O=[N+]([O-])c1cn[nH]n1, N#N, CN(C)C=O, O. Product: CC(=O)c1cc(Cn2ncc([N+](=O)[O-])n2)on1. As a reaction SMILES: [CH:21]([N:22]([CH2:23][CH3:24])[CH:25]([CH3:26])[CH3:27])([CH3:28])[CH3:29].[Cl:3][CH2:4][c:5]1[cH:6][c:7]([C:10]([CH3:11])=[O:12])[n:8][o:9]1.[N+:13](=[O:14])([O-:15])[c:16]1[n:17][nH:18][n:19][cH:20]1.[N:1]#[N:2].[O:30]=[CH:31][N:32]([CH3:33])[CH3:34].[OH2:35]>>[CH2:4]([c:5]1[cH:6][c:7]([C:10]([CH3:11])=[O:12])[n:8][o:9]1)[n:18]1[n:17][c:16]([N+:13](=[O:14])[O-:15])[cH:20][n:19]1. Starting materials: CC(C)(C)OC(=O)N1CCC(C#N)CC1, C[Si](C)(C)[N-][Si](C)(C)C, Cc1ccccc1, Fc1cccnc1Cl, [K+]. Reaction SMILES: [C:1](#[N:2])[CH:3]1[CH2:4][CH2:5][N:6]([C:9](=[O:10])[O:11][C:12]([CH3:13])([CH3:14])[CH3:15])[CH2:7][CH2:8]1.[CH3:24][Si:25]([N-:26][Si:27]([CH3:28])([CH3:29])[CH3:30])([CH3:31])[CH3:32].[CH3:34][c:35]1[cH:36][cH:37][cH:38][cH:39][cH:40]1.[Cl:16][c:17]1[n:18][cH:19][cH:20][cH:21][c:22]1[F:23].[K+:33]>>[C:1](#[N:2])[C:3]1([c:17]2[n:18][cH:19][cH:20][cH:21][c:22]2[F:23])[CH2:4][CH2:5][N:6]([C:9](=[O:10])[O:11][C:12]([CH3:13])([CH3:14])[CH3:15])[CH2:7][CH2:8]1. Product: CC(C)(C)OC(=O)N1CCC(C#N)(c2ncccc2F)CC1. Starting materials: CS(=O)(=O)Cl (methanesulphonyl chloride), C(C1=CN=CC=C1)(=S)N (Thionicotinamide), C(C1=CC=CC=C1)(C1=CC=CC=C1)OC(=O)C=1N2C(C(C2SCC1C(C=O)Br)NC(C(C=1N=C(SC1)NC(C1=CC=CC=C1)(C1=CC=CC=C1)C1=CC=CC=C1)=NOC)=O)=O (2-benzhydryloxycarbonyl-3-(1-bromo-2-oxoethyl)-7-[2-methoxyimino-2-(2-tritylaminothiazol-4-yl)-acetamido]-8-oxo-5-thia-1-azabicyclo[4.2.0]oct-2-ene), C([O-])(O)=O.[Na+] (sodium bicarbonate). Solvent: C(C)N(CC)CC (triethylamine), N1=CC=CC=C1 (pyridine), C(C)(=O)OCC (ethyl acetate), O1CCCC1 (tetrahydrofuran). Reaction conditions: temperature 50 celsius, time 30 minute. Yields the product C(C1=CC=CC=C1)(C1=CC=CC=C1)OC(=O)C=1N2C(C(C2SCC1C1=CN=C(S1)C=1C=NC=CC1)NC(C(C=1N=C(SC1)NC(C1=CC=CC=C1)(C1=CC=CC=C1)C1=CC=CC=C1)=NOC)=O)=O (2-benzhydryloxycarbonyl-7-[2-methoxyimino-2-(2-tritylaminothiazol-4-yl)-acetamido]-8-oxo-3-[2-(pyridin-3-yl)-thiazol-5-yl]-5-thia-1-azabicyclo[4.2.0]oct-2-ene). Reaction SMILES: [C:1]([NH2:9])(=[S:8])[C:2]1[CH:7]=[CH:6][CH:5]=[N:4][CH:3]=1.[CH:10]([O:23][C:24]([C:26]1[N:27]2[CH:30]([S:31][CH2:32][C:33]=1[CH:34](Br)[CH:35]=O)[CH:29]([NH:38][C:39](=[O:69])[C:40](=[N:66][O:67][CH3:68])[C:41]1[N:42]=[C:43]([NH:46][C:47]([C:60]3[CH:65]=[CH:64][CH:63]=[CH:62][CH:61]=3)([C:54]3[CH:59]=[CH:58][CH:57]=[CH:56][CH:55]=3)[C:48]3[CH:53]=[CH:52][CH:51]=[CH:50][CH:49]=3)[S:44][CH:45]=1)[C:28]2=[O:70])=[O:25])([C:17]1[CH:22]=[CH:21][CH:20]=[CH:19][CH:18]=1)[C:11]1[CH:16]=[CH:15][CH:14]=[CH:13][CH:12]=1.CS(Cl)(=O)=O.C(=O)(O)[O-].[Na+]>O1CCCC1.C(OCC)(=O)C.C(N(CC)CC)C.N1C=CC=CC=1>[CH:10]([O:23][C:24]([C:26]1[N:27]2[CH:30]([S:31][CH2:32][C:33]=1[C:34]1[S:8][C:1]([C:2]3[CH:3]=[N:4][CH:5]=[CH:6][CH:7]=3)=[N:9][CH:35]=1)[CH:29]([NH:38][C:39](=[O:69])[C:40](=[N:66][O:67][CH3:68])[C:41]1[N:42]=[C:43]([NH:46][C:47]([C:48]3[CH:53]=[CH:52][CH:51]=[CH:50][CH:49]=3)([C:60]3[CH:65]=[CH:64][CH:63]=[CH:62][CH:61]=3)[C:54]3[CH:55]=[CH:56][CH:57]=[CH:58][CH:59]=3)[S:44][CH:45]=1)[C:28]2=[O:70])=[O:25])([C:17]1[CH:22]=[CH:21][CH:20]=[CH:19][CH:18]=1)[C:11]1[CH:12]=[CH:13][CH:14]=[CH:15][CH:16]=1 |f:3.4|. Procedure details: Thionicotinamide (0.28 g) and pyridine (0.16 g) are added to a solution of the syn isomer of 2-benzhydryloxycarbonyl-3-(1-bromo-2-oxoethyl)-7-[2-methoxyimino-2-(2-tritylaminothiazol-4-yl)-acetamido]-8-oxo-5-thia-1-azabicyclo[4.2.0]oct-2-ene (mixture of the two diastereoisomers) (1.66 g) in tetrahydrofuran (20 cc) and the mixture is heated at 50° C. for 90 minutes. The reaction mixture is subsequently cooled to 0° C. and then treated successively with methanesulphonyl chloride (0.23 g) and trieth... Starting materials: C(C)OC(=O)CC(OCC)=N (Ethyl ethoxycarbonyl-ethaneimidate), Cl.CNC (dimethylamine hydrochloride). Solvent: C(C)O (ethanol). The product is Cl.CN(C(CC(=O)OCC)=N)C (N,N-Dimethyl-ethoxycarbonyl-acetamidine hydrochloride). RXN SMILES: [CH2:1]([O:3][C:4]([CH2:6][C:7](=[NH:11])OCC)=[O:5])[CH3:2].[ClH:12].[CH3:13][NH:14][CH3:15]>C(O)C>[ClH:12].[CH3:13][N:14]([CH3:15])[C:7](=[NH:11])[CH2:6][C:4]([O:3][CH2:1][CH3:2])=[O:5] |f:1.2,4.5|. Reported procedure: 107.3 g (0.67 mol) of the compound from Example 2 and 55 g (0.67 mol) of dimethylamine hydrochloride in 300 ml of ethanol are heated under reflux overnight. The solvent is removed by distillation and the residue is triturated with acetone Starting materials: CC[N+](CC)(CC)Cc1ccccc1, CCCCOP(OCCCC)OCCCC, [Cl-], ClP(Cl)Cl. Product: CCCCOP(Cl)OCCCC. Reaction SMILES: [CH2:22]([N+:23]([CH2:24][CH3:25])([CH2:26][CH3:27])[CH2:28][CH3:29])[c:30]1[cH:31][cH:32][cH:33][cH:34][cH:35]1.[CH2:5]([CH2:6][CH2:7][CH3:8])[O:9][P:10]([O:11][CH2:12][CH2:13][CH2:14][CH3:15])[O:16][CH2:17][CH2:18][CH2:19][CH3:20].[Cl-:21].[Cl:1][P:2]([Cl:3])[Cl:4]>>[Cl:1][P:10]([O:9][CH2:5][CH2:6][CH2:7][CH3:8])[O:11][CH2:12][CH2:13][CH2:14][CH3:15]. The reactants are [Br-], C1CCOC1, CON(C)C(=O)c1ccc(S(=O)(=O)NC2CCN(Cc3ccccc3)CC2)c2ccccc12, C[Mg+]. The product is CC(=O)c1ccc(S(=O)(=O)NC2CCN(Cc3ccccc3)CC2)c2ccccc12. Reaction SMILES: [Br-:34].[CH2:37]1[O:38][CH2:39][CH2:40][CH2:41]1.[CH3:1][O:2][N:3]([C:4](=[O:5])[c:6]1[cH:7][cH:8][c:9]([S:16]([NH:17][CH:18]2[CH2:19][CH2:20][N:21]([CH2:24][c:25]3[cH:26][cH:27][cH:28][cH:29][cH:30]3)[CH2:22][CH2:23]2)(=[O:31])=[O:32])[c:10]2[cH:11][cH:12][cH:13][cH:14][c:15]12)[CH3:33].[CH3:35][Mg+:36]>>[C:4](=[O:5])([c:6]1[cH:7][cH:8][c:9]([S:16]([NH:17][CH:18]2[CH2:19][CH2:20][N:21]([CH2:24][c:25]3[cH:26][cH:27][cH:28][cH:29][cH:30]3)[CH2:22][CH2:23]2)(=[O:31])=[O:32])[c:10]2[cH:11][cH:12][cH:13][cH:14][c:15]12)[CH3:35].